Dataset: the Open Reaction Database (ORD), a public repository of structured organic reaction records. Task: describe an organic reaction: reactants, conditions, products, and yield The reactants are CN (methylamine), CN (methylamine), hydrochloride salt, Cl (hydrogen chloride), Cl.C(=O)(OC)COC1=CC=C(C=C1)CC(C)NCC(C1=CC(=CC=C1)Cl)OC (N-[2-(4-carbomethoxymethoxyphenyl)-1-methylethyl]-2-methoxy-2-(3-chlorophenyl)ethanamine hydrochloride), aqueous solution, CN (methylamine). Run in CO (methanol), [Cl-].[Na+] (sodium chloride). Reaction conditions: time 8 hour. The product is Cl.CNC(=O)COC1=CC=C(C=C1)CC(C)NCC(C1=CC(=CC=C1)Cl)OC (N-[2-(4-Methylaminocarbonylmethoxyphenyl)-1-methylethyl]-2-methoxy-2-(3-chlorophenyl)ethanamine hydrochloride). Reaction SMILES: Cl.[C:2]([CH2:6][O:7][C:8]1[CH:13]=[CH:12][C:11]([CH2:14][CH:15]([NH:17][CH2:18][CH:19]([O:27][CH3:28])[C:20]2[CH:25]=[CH:24][CH:23]=[C:22]([Cl:26])[CH:21]=2)[CH3:16])=[CH:10][CH:9]=1)(OC)=[O:3].[CH3:29][NH2:30].Cl>CO.[Cl-].[Na+]>[ClH:26].[CH3:29][NH:30][C:2]([CH2:6][O:7][C:8]1[CH:13]=[CH:12][C:11]([CH2:14][CH:15]([NH:17][CH2:18][CH:19]([O:27][CH3:28])[C:20]2[CH:25]=[CH:24][CH:23]=[C:22]([Cl:26])[CH:21]=2)[CH3:16])=[CH:10][CH:9]=1)=[O:3] |f:0.1,5.6,7.8|. Procedure: To a solution of N-[2-(4-carbomethoxymethoxyphenyl)-1-methylethyl]-2-methoxy-2-(3-chlorophenyl)ethanamine hydrochloride (0.63 g, diastereoisomeric ratio 92:8) in methanol was added 5 ml of a 30% aqueous solution of methylamine. This mixture was boiled under reflux for 6 hours during which time 3 further 5 ml portions of the methylamine solution were added. The solution was cooled to room temperature, a further 5 ml of methylamine solution added and the reaction mixture allowed to stand at room t... Starting materials: C=COC(C)=O, Cc1ccccc1, CC(O)c1cc(-c2cccc(Cl)c2)on1. Product: CC(=O)OC(C)c1cc(-c2cccc(Cl)c2)on1. As a reaction SMILES: [CH3:16][C:17](=[O:18])[O:19][CH:20]=[CH2:21].[CH3:22][c:23]1[cH:24][cH:25][cH:26][cH:27][cH:28]1.[Cl:1][c:2]1[cH:3][c:4](-[c:8]2[cH:9][c:10]([CH:13]([CH3:14])[OH:15])[n:11][o:12]2)[cH:5][cH:6][cH:7]1>>[Cl:1][c:2]1[cH:3][c:4](-[c:8]2[cH:9][c:10]([CH:13]([CH3:14])[O:15][C:17]([CH3:16])=[O:18])[n:11][o:12]2)[cH:5][cH:6][cH:7]1. Reactants: COCCC(=O)NNC(=O)C1CN(CC(C1)C1=CC=C(C=C1)OC(F)(F)F)C(=O)N1CCOCC1 (N′-(3-Methoxypropanoyl)-1-(morpholin-4-ylcarbonyl)-5-[4-(trifluoromethoxy)phenyl]piperidine-3-carbohydrazide), COC=1C=CC(=CC1)P2(=S)SP(=S)(S2)C=3C=CC(=CC3)OC (Lawesson reagent). Product: COCCC1=NN=C(S1)C1CN(CC(C1)C1=CC=C(C=C1)OC(F)(F)F)C(=O)N1CCOCC1 ({3-[5-(2-Methoxyethyl)-1,3,4-thiadiazol-2-yl]-5-[4-(trifluoromethoxy)phenyl]piperidin-1-yl}-(morpholin-4-yl)methanone). RXN SMILES: [CH3:1][O:2][CH2:3][CH2:4][C:5]([NH:7][NH:8][C:9]([CH:11]1[CH2:16][CH:15]([C:17]2[CH:22]=[CH:21][C:20]([O:23][C:24]([F:27])([F:26])[F:25])=[CH:19][CH:18]=2)[CH2:14][N:13]([C:28]([N:30]2[CH2:35][CH2:34][O:33][CH2:32][CH2:31]2)=[O:29])[CH2:12]1)=O)=O.COC1C=CC(P2(SP(C3C=CC(OC)=CC=3)(=S)S2)=[S:45])=CC=1>>[CH3:1][O:2][CH2:3][CH2:4][C:5]1[S:45][C:9]([CH:11]2[CH2:16][CH:15]([C:17]3[CH:22]=[CH:21][C:20]([O:23][C:24]([F:27])([F:26])[F:25])=[CH:19][CH:18]=3)[CH2:14][N:13]([C:28]([N:30]3[CH2:35][CH2:34][O:33][CH2:32][CH2:31]3)=[O:29])[CH2:12]2)=[N:8][N:7]=1. Procedure details: 93 mg (0.185 mmol) of the compound from Example 120A and 150 mg (0.371 mmol) of Lawesson reagent were reacted according to the General Method 9. Yield: 9 mg (10% of theory) The reactants are O=C1CCC(=O)N1Br, N#CN1c2ccccc2CCc2ccccc21, Clc1ccccc1, CC(C)(C#N)N=NC(C)(C)C#N, O. Yields the product N#CN1c2ccccc2CC(O)c2ccccc21. As a reaction SMILES: [Br:18][N:19]1[C:20](=[O:22])[CH2:23][CH2:24][C:25]1=[O:21].[C:1](#[N:2])[N:3]1[c:4]2[c:5]([cH:14][cH:15][cH:16][cH:17]2)[CH2:6][CH2:7][c:8]2[c:9]1[cH:10][cH:11][cH:12][cH:13]2.[Cl:39][c:40]1[cH:41][cH:42][cH:43][cH:44][cH:45]1.[N:26]#[C:27][C:28]([N:29]=[N:30][C:31]([C:32]#[N:33])([CH3:34])[CH3:35])([CH3:36])[CH3:37].[OH2:38]>>[C:1](#[N:2])[N:3]1[c:4]2[c:5]([cH:14][cH:15][cH:16][cH:17]2)[CH:6]([OH:21])[CH2:7][c:8]2[c:9]1[cH:10][cH:11][cH:12][cH:13]2. The reactants are N1=CC=CC=C1 (pyridine), N=1N(N=C2C1C=CC=C2)CCO (2-(2-benzotriazolyl)ethanol), S(=O)(=O)(C(F)(F)F)OS(=O)(=O)C(F)(F)F (triflic anhydride). Solvent: C(C)OCC (diethyl ether). Reaction conditions: temperature -50 celsius. The product is N=1N(N=C2C1C=CC=C2)CCN (2-(2-benzotriazolyl)ethylamine). Isolated yield 44791.7%. As a reaction SMILES: [N:1]1[N:2]([CH2:10][CH2:11]O)[N:3]=[C:4]2[CH:9]=[CH:8][CH:7]=[CH:6][C:5]=12.[N:13]1C=CC=CC=1.S(OS(C(F)(F)F)(=O)=O)(C(F)(F)F)(=O)=O>C(OCC)C>[N:1]1[N:2]([CH2:10][CH2:11][NH2:13])[N:3]=[C:4]2[CH:9]=[CH:8][CH:7]=[CH:6][C:5]=12. Procedure: 4.70 g Of the 2-(2-benzotriazolyl)ethanol (28.8 mmol) was dissolved in 200 ml diethyl ether and 2.28 g pyridine (28.8 mmol) was added. The mixture was cooled to -50° C., and 8.18 g triflic anhydride (29 mmol) was added. The mixture was removed from the cooling bath, and was allowed to reach room temperature. The mixture was filtered under dry conditions and added to a cold -40° C. solution of ca 150 ml ammonia in 50 ml diethyl ether. This mixture was allowed to reach room temperature, and ether ... Reactants: COC(=O)C=1N=C(SC1C1=CC(=CC=C1)Cl)Br (2-bromo-5-(3-chloro-phenyl)-thiazole-4-carboxylic acid methyl ester), CCO (EtOH). Yields the product ClC=1C=C(C=CC1)C1=C(N=C(S1)OCC)C(=O)O (5-(3-Chloro-phenyl)-2-ethoxy-thiazole-4-carboxylic acid). RXN SMILES: C[O:2][C:3]([C:5]1[N:6]=[C:7](Br)[S:8][C:9]=1[C:10]1[CH:15]=[CH:14][CH:13]=[C:12]([Cl:16])[CH:11]=1)=[O:4].[CH3:18][CH2:19][OH:20]>>[Cl:16][C:12]1[CH:11]=[C:10]([C:9]2[S:8][C:7]([O:20][CH2:19][CH3:18])=[N:6][C:5]=2[C:3]([OH:2])=[O:4])[CH:15]=[CH:14][CH:13]=1. Reported procedure: prepared by reaction of 2-bromo-5-(3-chloro-phenyl)-thiazole-4-carboxylic acid methyl ester with EtOH. LC-MS: tR=0.98 min; [M+H]+=284.0. Reactants: 241, CN(C)C=O (DMF), C(=O)([O-])[O-].[K+].[K+] (K2CO3), OC=1C=C(C=C(C1OCCC)S(=O)(=O)C)[C@@H]1O[C@H](CC1)C1=CC(=C(C(=C1)OC)OC)OC (Trans-2-(3-hydroxy-5-methylsulfonyl-4-propyloxyphenyl)-5-(3,4,5-trimethoxyphenyl)tetrahydrofuran), CN(C)C=O (DMF). Run in C(Cl)Cl (methylene chloride). Conditions: time 30 minute. Yields the product CS(=O)(=O)C=1C=C(C=C(C1OCCC)OCC#CCN1C(C=2C(C1=O)=CC=CC2)=O)[C@@H]2O[C@H](CC2)C2=CC(=C(C(=C2)OC)OC)OC (trans-2-[3-methylsulfonyl-5-(4-phthalimido-but-2-ynyloxy)-4-propyloxyphenyl]-5-(3,4,5-trimethoxyphenyl)tetrahydrofuran). RXN SMILES: [OH:1][C:2]1[CH:3]=[C:4]([C@H:16]2[CH2:20][CH2:19][C@H:18]([C:21]3[CH:26]=[C:25]([O:27][CH3:28])[C:24]([O:29][CH3:30])=[C:23]([O:31][CH3:32])[CH:22]=3)[O:17]2)[CH:5]=[C:6]([S:12]([CH3:15])(=[O:14])=[O:13])[C:7]=1[O:8][CH2:9][CH2:10][CH3:11].[C:33]([O-:36])([O-])=O.[K+].[K+].[CH3:39][N:40]([CH:42]=[O:43])C>C(Cl)Cl>[CH3:15][S:12]([C:6]1[CH:5]=[C:4]([C@H:16]2[CH2:20][CH2:19][C@H:18]([C:21]3[CH:22]=[C:23]([O:31][CH3:32])[C:24]([O:29][CH3:30])=[C:25]([O:27][CH3:28])[CH:26]=3)[O:17]2)[CH:3]=[C:2]([O:1][CH2:11][C:10]#[C:9][CH2:39][N:40]2[C:42](=[O:43])[C:7]3=[CH:6][CH:5]=[CH:4][CH:3]=[C:2]3[C:33]2=[O:36])[C:7]=1[O:8][CH2:9][CH2:10][CH3:11])(=[O:14])=[O:13] |f:1.2.3|. Procedure details: Trans-2-(3-hydroxy-5-methylsulfonyl-4-propyloxyphenyl)-5-(3,4,5-trimethoxyphenyl)tetrahydrofuran (242), 130 mg, 0.28 mmol) was dissolved in dry DMF (1.5 mL) and K2CO3 (58 mg, 0.42 mmol) was added to it. Stirred, at room temperature under argon, for 30 min and a solution of 241, made above, in 1.0 mL of dry DMF was added. The resulting reaction mixture was stirred at 70° C. overnight. The reaction mixture was diluted with methylene chloride (25 mL) and washed with water (25 mL). The water layer w... The reactants are CC(C)(C)OC(=O)NN, COc1ccc(-c2cnc(-c3cccc(C(=O)O)c3)o2)cc1, CCN=C=NCCCN(C)C, CN(C)C=O, Cl, O, On1nnc2ccccc21. The product is COc1ccc(-c2cnc(-c3cccc(C(=O)NNC(=O)OC(C)(C)C)c3)o2)cc1. Reaction SMILES: [C:45]([CH3:46])([CH3:47])([CH3:48])[O:49][C:50](=[O:51])[NH:52][NH2:53].[CH3:1][O:2][c:3]1[cH:4][cH:5][c:6](-[c:9]2[cH:10][n:11][c:12](-[c:14]3[cH:15][c:16]([C:17](=[O:18])[OH:19])[cH:20][cH:21][cH:22]3)[o:13]2)[cH:7][cH:8]1.[CH3:23][CH2:24][N:25]=[C:26]=[N:27][CH2:28][CH2:29][CH2:30][N:31]([CH3:32])[CH3:33].[CH3:54][N:55]([CH3:56])[CH:57]=[O:58].[ClH:34].[OH2:59].[OH:35][n:36]1[c:37]2[c:38]([cH:39][cH:40][cH:41][cH:42]2)[n:43][n:44]1>>[CH3:1][O:2][c:3]1[cH:4][cH:5][c:6](-[c:9]2[cH:10][n:11][c:12](-[c:14]3[cH:15][c:16]([C:17](=[O:18])[NH:53][NH:52][C:50]([O:49][C:45]([CH3:46])([CH3:47])[CH3:48])=[O:51])[cH:20][cH:21][cH:22]3)[o:13]2)[cH:7][cH:8]1. Reactants: COc1cccc2c1OC(COS(=O)(=O)c1ccc(C)cc1)C2, Cl, [N-]=[N+]=[N-], [N-]=[N+]=[N-], COc1cccc2c1OC(CN=[N+]=[N-])C2, [Na+]. The product is COc1cccc2c1OC(CN)C2. RXN SMILES: [CH3:1][c:2]1[cH:3][cH:4][c:5]([S:6]([O:7][CH2:8][CH:9]2[CH2:10][c:11]3[cH:12][cH:13][cH:14][c:15]([O:16][CH3:17])[c:18]3[O:19]2)(=[O:20])=[O:21])[cH:22][cH:23]1.[ClH:46].[N-:25]=[N+:26]=[N-:27].[N-:43]=[N+:44]=[N-:45].[N:28](=[N+:29]=[N-:30])[CH2:31][CH:32]1[O:33][c:34]2[c:35]([cH:37][cH:38][cH:39][c:40]2[O:41][CH3:42])[CH2:36]1.[Na+:24]>>[NH2:28][CH2:31][CH:32]1[O:33][c:34]2[c:35]([cH:37][cH:38][cH:39][c:40]2[O:41][CH3:42])[CH2:36]1.